This data is from the Open Reaction Database (ORD), a public repository of structured organic reaction records. The task is: describe an organic reaction: reactants, conditions, products, and yield Reaction SMILES: [Br:1][CH2:2][CH2:3][CH2:4][C:5]1[CH:6]=[C:7]([O:15][CH3:16])[C:8]([O:13][CH3:14])=[C:9]([O:11][CH3:12])[CH:10]=1.[C:17]1([P:23]([C:30]2[CH:35]=[CH:34][CH:33]=[CH:32][CH:31]=2)[C:24]2[CH:29]=[CH:28][CH:27]=[CH:26][CH:25]=2)[CH:22]=[CH:21][CH:20]=[CH:19][CH:18]=1>C1(C)C=CC=CC=1>[Br-:1].[C:30]1([P+:23]([C:17]2[CH:18]=[CH:19][CH:20]=[CH:21][CH:22]=2)([C:24]2[CH:29]=[CH:28][CH:27]=[CH:26][CH:25]=2)[CH2:2][CH2:3][CH2:4][C:5]2[CH:6]=[C:7]([O:15][CH3:16])[C:8]([O:13][CH3:14])=[C:9]([O:11][CH3:12])[CH:10]=2)[CH:31]=[CH:32][CH:33]=[CH:34][CH:35]=1 |f:3.4|. The product is [Br-].C1(=CC=CC=C1)[P+](CCCC1=CC(=C(C(=C1)OC)OC)OC)(C1=CC=CC=C1)C1=CC=CC=C1 (triphenyl[3-(3,4,5-trimethoxyphenyl)propyl]phosphonium bromide), oil. The solvent is C1(=CC=CC=C1)C (toluene). Reported procedure: Dissolved in 50 ml of toluene were 7.65 g (26.5 mmol) of 5-(3-bromopropyl)-1,2,3-trimethoxybenzene and 6.9 g (26.5 mmol) of triphenylphosphine, followed by heating under reflux for 23 hours. The reaction mixture was allowed to cool down to room temperature. The supernatant was thereafter removed by decantation, whereby 7.46 g of crude triphenyl[3-(3,4,5-trimethoxyphenyl)propyl]phosphonium bromide were obtained as colorless oil (yield: 51%). The crude oil was used in the next reaction without pur... Yield: 51.0%. Starting materials: BrCCCC=1C=C(C(=C(C1)OC)OC)OC (5-(3-bromopropyl)-1,2,3-trimethoxybenzene), C1(=CC=CC=C1)P(C1=CC=CC=C1)C1=CC=CC=C1 (triphenylphosphine). The reactants are CCCOC(=O)c1cn(C(C)(C)C)c2ncc([N+](=O)[O-])cc12, CCO, Cl, [Na+], [OH-]. Product: CC(C)(C)n1cc(C(=O)O)c2cc([N+](=O)[O-])cnc21. As a reaction SMILES: [CH2:1]([CH2:2][CH3:3])[O:4][C:5](=[O:6])[c:7]1[cH:8][n:9]([C:19]([CH3:20])([CH3:21])[CH3:22])[c:10]2[n:11][cH:12][c:13]([N+:16](=[O:17])[O-:18])[cH:14][c:15]12.[CH3:26][CH2:27][OH:28].[ClH:25].[Na+:24].[OH-:23]>>[O:4]=[C:5]([OH:6])[c:7]1[cH:8][n:9]([C:19]([CH3:20])([CH3:21])[CH3:22])[c:10]2[n:11][cH:12][c:13]([N+:16](=[O:17])[O-:18])[cH:14][c:15]12. Reactants: dilithio, C1(=CC=CC=C1)P(=O)(Cl)Cl (phenylphosphonic dichloride), C(CCC)[Li] (n-butyllithium), CN(CCN(C)C)C (tetramethylethylenediamine), C(C)(C)NCC1=CC=CC=C1 (N-isopropylbenzylamine). Run in C1CCCCC1 (cyclohexane), C1CCCCC1 (cyclohexane), C1CCCCC1 (cyclohexane), CCCCCC (hexane). Run at temperature 26 celsius, time 2 hour. The product is C(C)(C)N1P(C2=C(C1)C=CC=C2)(C2=CC=CC=C2)=O (2-(1-isopropyl)-1-phenyl-2,3-dihydro-1H-2,1-benzazaphosphole-1-oxide). Isolated yield 27.6%. Reaction SMILES: C([Li])CCC.CN(C)CCN(C)C.[CH:14]([NH:17][CH2:18][C:19]1[CH:24]=[CH:23][CH:22]=[CH:21][CH:20]=1)([CH3:16])[CH3:15].[C:25]1([P:31](Cl)(Cl)=[O:32])[CH:30]=[CH:29][CH:28]=[CH:27][CH:26]=1>CCCCCC.C1CCCCC1>[CH:14]([N:17]1[CH2:18][C:19]2[CH:24]=[CH:23][CH:22]=[CH:21][C:20]=2[P:31]1(=[O:32])[C:25]1[CH:30]=[CH:29][CH:28]=[CH:27][CH:26]=1)([CH3:16])[CH3:15]. Procedure: Under a static nitrogen atmosphere at 0° C., a solution of n-butyllithium (7.87 g, 0.123 mol) in hexane was added to a solution of tetramethylethylenediamine (14.3 g, 0.123 mol) in 60 ml. of anhydrous cyclohexane with constant stirring. While maintaining the temperature of the reaction at 0° C., a solution of N-isopropylbenzylamine (9 g, 0.06 mol) in 60 ml. of anhydrous cyclohexane was added to the reaction mixture to produce a suspension containing a dilithio compound. This suspension was stirr...